This data is from the Open Reaction Database (ORD), a public repository of structured organic reaction records. The task is: describe an organic reaction: reactants, conditions, products, and yield Reactants: C(C1=CC=CC=C1)(C1=CC=CC=C1)(C1=CC=CC=C1)NC=1SC=C(N1)/C(/C(=O)N[C@H]1[C@@H]2N(C(=C(CS2)CSC2=NN=NN2N)C(=O)O)C1=O)=N/OC(C)C (7β-[2-(2-tritylaminothiazol-4-yl)-(Z)-2-isopropoxyiminoacetamido]-3-[(1-amino-1H-tetrazol-5-yl)thiomethyl]-3-cephem-4-carboxylic acid), C(C1=CC=CC=C1)(C1=CC=CC=C1)(C1=CC=CC=C1)NC=1SC=C(N1)/C(/C(=O)N[C@H]1[C@@H]2N(C(=C(CS2)CSC2=NN=NN2NC(C)C)C(=O)O)C1=O)=N/OC (7β-[2-(2-Tritylaminothiazol-4-yl)-(Z)-2-methoxyiminoacetamido]-3-[(1-isopropylamino-1H-tetrazol-5-yl)thiomethyl]-3-cephem-4-carboxylic acid). Run in C(=O)O (formic acid). Yields the product NC=1SC=C(N1)/C(/C(=O)N[C@H]1[C@@H]2N(C(=C(CS2)CSC2=NN=NN2N)C(=O)O)C1=O)=N/OC(C)C (7β-[2-(2-aminothiazol-4-yl)-(Z)-2-isopropoxyiminoacetamido]-3-[(1-amino-1H-tetrazol-5-yl)thiomethyl]-3-cephem-4-carboxylic acid). The yield is 41.5%. RXN SMILES: C([NH:20][C:21]1[S:22][CH:23]=[C:24](/[C:26](=[N:50]/[O:51][CH:52]([CH3:54])[CH3:53])/[C:27]([NH:29][C@@H:30]2[C:48](=[O:49])[N:32]3[C:33]([C:45]([OH:47])=[O:46])=[C:34]([CH2:37][S:38][C:39]4[N:43]([NH2:44])[N:42]=[N:41][N:40]=4)[CH2:35][S:36][C@H:31]23)=[O:28])[N:25]=1)(C1C=CC=CC=1)(C1C=CC=CC=1)C1C=CC=CC=1.C(NC1SC=C(/C(=N/OC)/C(N[C@@H]2C(=O)N3C(C(O)=O)=C(CSC4N(NC(C)C)N=NN=4)CS[C@H]23)=O)N=1)(C1C=CC=CC=1)(C1C=CC=CC=1)C1C=CC=CC=1>C(O)=O>[NH2:20][C:21]1[S:22][CH:23]=[C:24](/[C:26](=[N:50]/[O:51][CH:52]([CH3:54])[CH3:53])/[C:27]([NH:29][C@@H:30]2[C:48](=[O:49])[N:32]3[C:33]([C:45]([OH:47])=[O:46])=[C:34]([CH2:37][S:38][C:39]4[N:43]([NH2:44])[N:42]=[N:41][N:40]=4)[CH2:35][S:36][C@H:31]23)=[O:28])[N:25]=1. Procedure details: A solution of 7β-[2-(2-tritylaminothiazol-4-yl)-(Z)-2-isopropoxyiminoacetamido]-3-[(1-amino-1H-tetrazol-5-yl)thiomethyl]-3-cephem-4-carboxylic acid (2.90 g, 3.7 mmol) in 80% formic acid (12 ml) was treated in a manner similar to that described in Example 6, (d) to give pale brown powder of 7β-[2-(2-aminothiazol-4-yl)-(Z)-2-isopropoxyiminoacetamido]-3-[(1-amino-1H-tetrazol-5-yl)thiomethyl]-3-cephem-4-carboxylic acid (0.83 g, 41.5%). Starting materials: CNCCOC, O=[N+]([O-])c1ccc(F)cc1OCCc1cccc(C(F)(F)F)c1, CN(C)C=O, O. The product is COCCN(C)c1ccc([N+](=O)[O-])c(OCCc2cccc(C(F)(F)F)c2)c1. RXN SMILES: [CH3:24][O:25][CH2:26][CH2:27][NH:28][CH3:29].[F:1][c:2]1[cH:3][c:4]([O:11][CH2:12][CH2:13][c:14]2[cH:15][c:16]([C:20]([F:21])([F:22])[F:23])[cH:17][cH:18][cH:19]2)[c:5]([N+:8](=[O:9])[O-:10])[cH:6][cH:7]1.[O:31]=[CH:32][N:33]([CH3:34])[CH3:35].[OH2:30]>>[c:2]1([N:28]([CH2:27][CH2:26][O:25][CH3:24])[CH3:29])[cH:3][c:4]([O:11][CH2:12][CH2:13][c:14]2[cH:15][c:16]([C:20]([F:21])([F:22])[F:23])[cH:17][cH:18][cH:19]2)[c:5]([N+:8](=[O:9])[O-:10])[cH:6][cH:7]1. Starting materials: CCC1=C[C@@H]2C[C@@](C3=C(C=4C=C(C=CC4N3)F)CCN(C2)C1)(C=5C=C6C(=CC5OC)N([C@@H]7[C@]68CCN9[C@H]8[C@@](C=CC9)([C@H]([C@@]7(C(=O)OC)O)OC(=O)C)CC)C)C(=O)OC (10′-fluoroanhydrovinblastine), [BH4-].[Na+] (NaBH4), Cl (HCl), C(F)(F)(F)CO (CF3CH2OH). Reagents/catalysts: O.O.O.O.O.O.C(C(=O)[O-])(=O)[O-].[Fe+3].C(C(=O)[O-])(=O)[O-].C(C(=O)[O-])(=O)[O-].[Fe+3] (iron(III) oxalate hexahydrate). Solvent: CCOC(=O)C (EtOAc), CO (MeOH), CCN(CC)CC (Et3N), O (H2O), O (H2O), O (H2O). Reaction conditions: temperature 0 celsius, time 2 hour. Product: CC[C@@]1(C[C@@H]2C[C@@](C3=C(C=4C=C(C=CC4N3)F)CCN(C2)C1)(C=5C=C6C(=CC5OC)N([C@@H]7[C@]68CCN9[C@H]8[C@@](C=CC9)([C@H]([C@@]7(C(=O)OC)O)OC(=O)C)CC)C)C(=O)OC)O (10′-fluorovinblastine). Yield: 39.0%. As a reaction SMILES: [CH3:1][CH2:2][C:3]1[CH2:22][N:20]2[CH2:21][C@@H:5]([CH2:6][C@:7]([C:56]([O:58][CH3:59])=[O:57])([C:23]3[CH:24]=[C:25]4[C@:33]56[C@@H:37]7[C@:38]([CH2:53][CH3:54])([C@@H:42]([O:49][C:50]([CH3:52])=[O:51])[C@:43]([OH:48])([C:44]([O:46][CH3:47])=[O:45])[C@@H:32]5[N:31]([CH3:55])[C:26]4=[CH:27][C:28]=3[O:29][CH3:30])[CH:39]=[CH:40][CH2:41][N:36]7[CH2:35][CH2:34]6)[C:8]3[NH:16][C:15]4[CH:14]=[CH:13][C:12]([F:17])=[CH:11][C:10]=4[C:9]=3[CH2:18][CH2:19]2)[CH:4]=1.Cl.C(C[OH:66])(F)(F)F.[BH4-].[Na+]>O.O.O.O.O.O.O.C([O-])(=O)C([O-])=O.[Fe+3].C([O-])(=O)C([O-])=O.C([O-])(=O)C([O-])=O.[Fe+3].CCOC(C)=O.CO.CCN(CC)CC>[CH3:1][CH2:2][C@@:3]1([OH:66])[CH2:22][N:20]2[CH2:21][C@@H:5]([CH2:6][C@:7]([C:56]([O:58][CH3:59])=[O:57])([C:23]3[CH:24]=[C:25]4[C@:33]56[C@@H:37]7[C@:38]([CH2:53][CH3:54])([C@@H:42]([O:49][C:50]([CH3:52])=[O:51])[C@:43]([OH:48])([C:44]([O:46][CH3:47])=[O:45])[C@@H:32]5[N:31]([CH3:55])[C:26]4=[CH:27][C:28]=3[O:29][CH3:30])[CH:39]=[CH:40][CH2:41][N:36]7[CH2:35][CH2:34]6)[C:8]3[NH:16][C:15]4[CH:14]=[CH:13][C:12]([F:17])=[CH:11][C:10]=4[C:9]=3[CH2:18][CH2:19]2)[CH2:4]1 |f:3.4,6.7.8.9.10.11.12.13.14.15.16|. Procedure details: A mixture of iron(III) oxalate hexahydrate (60.4 mg, 0.125 mmol, 10 equiv) in H2O (50 mL) was stirred 2 hours. The reaction mixture was cooled to 0° C. and air was bubbled through the mixture for 10 minutes. A solution of 10′-fluoroanhydrovinblastine (19a, 10.1 mg, 0.0125 mmol, 1 equiv) in H2O (0.5 mL), aqueous 0.1 N HCl (0.5 mL), and CF3CH2OH (0.1 mL) was transferred by pipette to the mixture and NaBH4 (9.5 mg, 0.25 mmol, 1 equiv) in H2O (1 mL) was added to the mixture at 0° C. The resulting mi... Reactants: CC=1NC=CN1 (2-Methylimidazole), C([O-])([O-])=O.[K+].[K+] (potassium carbonate), N(=NC(=O)N1CCCCC1)C(=O)N1CCCCC1 (1,1′-(azodicarbonyl)dipiperidine), ClC=1SC(=C(N1)C1=CC=C(C=C1)Cl)CCCO (2-chloro-4-(4-chlorophenyl)-5-thiazolepropanol), CC1=C(C=CC=C1)O (2-methylphenol), C(CCC)P(CCCC)CCCC (tributylphosphine). Solvent: O (water), CN(C=O)C (N,N-dimethylformamide), O1CCCC1 (tetrahydrofuran). Conditions: time 1 hour. The product is ClC1=CC=C(C=C1)C=1N=C(SC1CCCOC1=C(C=CC=C1)C)N1C(=NC=C1)C (4-(4-chlorophenyl)-2-(2-methyl-1-imidazolyl)-5-[3-(2-methylphenoxy)propyl]thiazole). The yield is 14.1%. RXN SMILES: Cl[C:2]1[S:3][C:4]([CH2:14][CH2:15][CH2:16][OH:17])=[C:5]([C:7]2[CH:12]=[CH:11][C:10]([Cl:13])=[CH:9][CH:8]=2)[N:6]=1.[CH3:18][C:19]1[CH:24]=[CH:23][CH:22]=[CH:21][C:20]=1O.C(P(CCCC)CCCC)CCC.N(C(N1CCCCC1)=O)=NC(N1CCCCC1)=O.[CH3:57][C:58]1[NH:59][CH:60]=[CH:61][N:62]=1.C(=O)([O-])[O-].[K+].[K+]>CN(C)C=O.O.O1CCCC1>[Cl:13][C:10]1[CH:11]=[CH:12][C:7]([C:5]2[N:6]=[C:2]([N:59]3[CH:60]=[CH:61][N:62]=[C:58]3[CH3:57])[S:3][C:4]=2[CH2:14][CH2:15][CH2:16][O:17][C:20]2[CH:21]=[CH:22][CH:23]=[CH:24][C:19]=2[CH3:18])=[CH:8][CH:9]=1 |f:5.6.7|. Procedure: To a mixture of 2-chloro-4-(4-chlorophenyl)-5-thiazolepropanol (1.90 g), 2-methylphenol (1.30 g), tributylphosphine (2.43 g) and tetrahydrofuran (30 ml) was added 1,1′-(azodicarbonyl)dipiperidine (2.50 g) at room temperature, and the resulting mixture was stirred for 1 hour. After the reaction mixture was concentrated, and the residue was subjected to silica gel column chromatography. The ethyl acetate-hexane (1:1, v/v)-eluted fraction was concentrated to give a yellow oil, which was dissolved i... Starting materials: C(=O)(O)[O-].[Na+] (NaHCO3), OS(=O)(=O)O (H2SO4), OCC1C(C2CCC1C2)C=CCCCC(=O)OC (methyl 6-(3-hydroxymethyl-bicyclo[2.2.1]hept-2-yl)-hex-5-enoate). Reagents/catalysts: [O-2].[O-2].[O-2].[Cr+6] (chromium trioxide). Solvent: O (water), CC(C)O (2-propanol), CC(=O)C (acetone), O (water). Conditions: temperature -20 celsius, time 3 hour. The product is C(=O)(O)C1C(C2CCC1C2)C=CCCCC(=O)OC (Methyl 6-(3-carboxybicyclo[2.2.1]hept-2-yl)-hex-5-enoate). Isolated yield 75.0%. As a reaction SMILES: OS(O)(=O)=O.[OH:6][CH2:7][CH:8]1[CH:13]2[CH2:14][CH:10]([CH2:11][CH2:12]2)[CH:9]1[CH:15]=[CH:16][CH2:17][CH2:18][CH2:19][C:20]([O:22][CH3:23])=[O:21].C([O-])(O)=[O:25].[Na+]>CC(C)=O.[O-2].[O-2].[O-2].[Cr+6].O.CC(O)C>[C:7]([CH:8]1[CH:13]2[CH2:14][CH:10]([CH2:11][CH2:12]2)[CH:9]1[CH:15]=[CH:16][CH2:17][CH2:18][CH2:19][C:20]([O:22][CH3:23])=[O:21])([OH:25])=[O:6] |f:2.3,5.6.7.8|. Reported procedure: 14.5 ml of Jones solution (26.7 g of chromium trioxide and 23 ml of concentrated H2SO4 made up to 100 ml with water) are allowed to run into a solution of 1.2 g (5 mmol) of methyl 6-(3-hydroxymethyl-bicyclo[2.2.1]hept-2-yl)-hex-5-enoate in 250 ml of absolute acetone at -20° C. The mixture is stirred at -20° C. for 3 hours and 40 ml of 2-propanol, followed by 30 ml of water, are then added and the pH is brought to 4 with solid NaHCO3. The precipitate is decanted off, the solution is evaporated in... The reactants are C1(CC1)NC(=O)NC1=CC=C(C=C1)B1OC(C(O1)(C)C)(C)C (1-cyclopropyl-3-(4-(4,4,5,5-tetramethyl-1,3,2-dioxaborolan-2-yl)phenyl)urea), NC1=CC=CC=C1 (aniline), amine. Product: C1(=CC=CC=C1)NC(=O)NC1=CC=C(C=C1)B1OC(C(O1)(C)C)(C)C (1-phenyl-3-(4-(4,4,5,5-tetramethyl-1,3,2-dioxaborolan-2-yl)phenyl)urea). As a reaction SMILES: [CH:1]1([NH:4][C:5]([NH:7][C:8]2[CH:13]=[CH:12][C:11]([B:14]3[O:18][C:17]([CH3:20])([CH3:19])[C:16]([CH3:22])([CH3:21])[O:15]3)=[CH:10][CH:9]=2)=[O:6])[CH2:3][CH2:2]1.N[C:24]1[CH:29]=CC=C[CH:25]=1>>[C:1]1([NH:4][C:5]([NH:7][C:8]2[CH:9]=[CH:10][C:11]([B:14]3[O:18][C:17]([CH3:19])([CH3:20])[C:16]([CH3:22])([CH3:21])[O:15]3)=[CH:12][CH:13]=2)=[O:6])[CH:3]=[CH:2][CH:29]=[CH:24][CH:25]=1. Procedure details: A procedure analogous to that used for the preparation of 1-cyclopropyl-3-(4-(4,4,5,5-tetramethyl-1,3,2-dioxaborolan-2-yl)phenyl)urea was used, using aniline as the amine component.